Dataset: the Open Reaction Database (ORD), a public repository of structured organic reaction records. Task: describe an organic reaction: reactants, conditions, products, and yield Reactants: BrC1=CC=C(C#N)C=C1 (4-bromobenzonitrile), C(C1=CC=CC=C1)(=O)C1=CC=CC=C1 (benzophenone), C1(=CC=CC=C1)C(C#N)=C(C1=CC=CC=C1)C1=CC=CC=C1 (2,3,3-triphenylacrylonitrile), [H][H] (hydrogen), C(DPVBi)4, cyano-substituted triphenylethene. The product is BrC1=CC=C(C=C1)C(C#N)=C(C1=CC=CC=C1)C1=CC=CC=C1 (2-(4-bromophenyl)-3,3-diphenylacrylonitrile). Reaction SMILES: [H][H].[C:3]1([C:9](=[C:12]([C:19]2[CH:24]=[CH:23][CH:22]=[CH:21][CH:20]=2)[C:13]2[CH:18]=[CH:17][CH:16]=[CH:15][CH:14]=2)[C:10]#[N:11])[CH:8]=[CH:7][CH:6]=[CH:5][CH:4]=1.[Br:25]C1C=CC(C#N)=CC=1.C(C1C=CC=CC=1)(=O)C1C=CC=CC=1>>[Br:25][C:6]1[CH:5]=[CH:4][C:3]([C:9](=[C:12]([C:13]2[CH:14]=[CH:15][CH:16]=[CH:17][CH:18]=2)[C:19]2[CH:20]=[CH:21][CH:22]=[CH:23][CH:24]=2)[C:10]#[N:11])=[CH:8][CH:7]=1. Procedure: A related material was prepared in which the vinylic hydrogen of C(DPVBi)4 is substituted with a cyano group. The stabilized LUMO of the cyano-substituted triphenylethene fragment (2,3,3-triphenylacrylonitrile) is expected to enhance electron injection and transport as is observed for CN-PPV.38 Knovenagle condensation between 4-bromobenzonitrile and benzophenone gives 2-(4-bromophenyl)-3,3-diphenylacrylonitrile (Scheme 4). Metathesis of the bromine atom for boronpinacolate proceeds in good yield...